From a dataset of the Open Reaction Database (ORD), a public repository of structured organic reaction records. describe an organic reaction: reactants, conditions, products, and yield Reactants: ClC1=CC(=C(C=C1)/C=C/C(=O)C=1C=CC(N(C1)C)=O)F ((E)-5-(3-(4-Chloro-2-fluorophenyl)acryloyl)-1-methylpyridin-2(1H)-one), CS(=O)(=O)C1=CC=C(C=C1)B(O)O (4-(methylsulfonyl)phenyl-boronic acid), C(O)([O-])=O.[Na+] (sodium hydrogencarbonate). The reagents and catalysts are C1/C=C\CC/C=C\C1.C1/C=C\CC/C=C\C1.[Cl-].[Cl-].[Rh].[Rh] (chloro(1,5-cyclooctadiene)rhodium(I) dimer). Solvent: O1CCOCC1 (1,4-dioxane), O (water). The product is ClC1=CC(=C(C=C1)C(CC(=O)C=1C=CC(N(C1)C)=O)C1=CC=C(C=C1)S(=O)(=O)C)F (5-(3-(4-Chloro-2-fluorophenyl)-3-(4-(methylsulfonyl)phenyl)propanoyl)-1-methylpyridin-2(1H)-one). Reaction SMILES: [Cl:1][C:2]1[CH:7]=[CH:6][C:5](/[CH:8]=[CH:9]/[C:10]([C:12]2[CH:13]=[CH:14][C:15](=[O:19])[N:16]([CH3:18])[CH:17]=2)=[O:11])=[C:4]([F:20])[CH:3]=1.[CH3:21][S:22]([C:25]1[CH:30]=[CH:29][C:28](B(O)O)=[CH:27][CH:26]=1)(=[O:24])=[O:23].C(=O)([O-])O.[Na+]>O1CCOCC1.O.C1CC=CCCC=C1.C1CC=CCCC=C1.[Cl-].[Cl-].[Rh].[Rh]>[Cl:1][C:2]1[CH:7]=[CH:6][C:5]([CH:8]([C:28]2[CH:29]=[CH:30][C:25]([S:22]([CH3:21])(=[O:24])=[O:23])=[CH:26][CH:27]=2)[CH2:9][C:10]([C:12]2[CH:13]=[CH:14][C:15](=[O:19])[N:16]([CH3:18])[CH:17]=2)=[O:11])=[C:4]([F:20])[CH:3]=1 |f:2.3,6.7.8.9.10.11|. Procedure details: In analogy to example 203, step 1, (E)-5-(3-(4-chloro-2-fluorophenyl)acryloyl)-1-methylpyridin-2(1H)-one (example 314, step 2) was reacted with 4-(methylsulfonyl)phenyl-boronic acid in the presence of chloro(1,5-cyclooctadiene)rhodium(I) dimer and sodium hydrogencarbonate in 1,4-dioxane and water at 60° C. to give the title compound as a colourless solid, MS (ESI+): m/z=448.0 [M+H]+.